This data is from the Open Reaction Database (ORD), a public repository of structured organic reaction records. The task is: describe an organic reaction: reactants, conditions, products, and yield Starting materials: BrCC1=CC=C(C=C1)C1=C(C=CC=C1)C=1N=NN(N1)C(C)(C1=CC=CC=C1)C (4-bromomethyl-2'-[2-(1-methyl-1-phenylethyl)-2H-tetrazol-5-yl]biphenyl), C(CCC)N1C=C(C2=CC=CC=C12)C(=O)O (1-but-1-yl-1H-indole-3-carboxylic acid). Reagents/catalysts: [Pd] (palladium). Yields the product C(CCC)N1C(=C(C2=CC=CC=C12)C(=O)O)CC1=CC=C(C=C1)C1=C(C=CC=C1)C=1N=NN(N1)C(C)(C1=CC=CC=C1)C (1-butyl-2-[2'-(2-(1-methyl-1-phenylethyl)-2H-tetrazol-5-yl)biphenyl-4-ylmethyl]-1H-indole-3-carboxylic acid). RXN SMILES: Br[CH2:2][C:3]1[CH:8]=[CH:7][C:6]([C:9]2[CH:14]=[CH:13][CH:12]=[CH:11][C:10]=2[C:15]2[N:16]=[N:17][N:18]([C:20]([CH3:28])([C:22]3[CH:27]=[CH:26][CH:25]=[CH:24][CH:23]=3)[CH3:21])[N:19]=2)=[CH:5][CH:4]=1.[CH2:29]([N:33]1[C:41]2[C:36](=[CH:37][CH:38]=[CH:39][CH:40]=2)[C:35]([C:42]([OH:44])=[O:43])=[CH:34]1)[CH2:30][CH2:31][CH3:32]>[Pd]>[CH2:29]([N:33]1[C:41]2[C:36](=[CH:37][CH:38]=[CH:39][CH:40]=2)[C:35]([C:42]([OH:44])=[O:43])=[C:34]1[CH2:2][C:3]1[CH:8]=[CH:7][C:6]([C:9]2[CH:14]=[CH:13][CH:12]=[CH:11][C:10]=2[C:15]2[N:16]=[N:17][N:18]([C:20]([CH3:28])([C:22]3[CH:27]=[CH:26][CH:25]=[CH:24][CH:23]=3)[CH3:21])[N:19]=2)=[CH:5][CH:4]=1)[CH2:30][CH2:31][CH3:32]. Procedure details: reacting the 4-bromomethyl-2'-[2-(1-methyl-1-phenylethyl)-2H-tetrazol-5-yl]biphenyl with 2-transmetalated 1-but-1-yl-1H-indole-3-carboxylic acid in the presence of phosphinated palladium catalyst to give 1-butyl-2-[2'-(2-(1-methyl-1-phenylethyl)-2H-tetrazol-5-yl)biphenyl-4-ylmethyl]-1H-indole-3-carboxylic acid; and The reactants are Nc1ccc(C2CCCC2)cc1, O=C1CCC(=O)N1Br, CN(C)C=O, O. Product: Nc1ccc(C2CCCC2)cc1Br. As a reaction SMILES: [CH:1]1([c:6]2[cH:7][cH:8][c:9]([NH2:10])[cH:11][cH:12]2)[CH2:2][CH2:3][CH2:4][CH2:5]1.[O:13]=[C:14]1[N:15]([Br:20])[C:16](=[O:17])[CH2:18][CH2:19]1.[O:22]=[CH:23][N:24]([CH3:25])[CH3:26].[OH2:21]>>[CH:1]1([c:6]2[cH:7][cH:8][c:9]([NH2:10])[c:11]([Br:20])[cH:12]2)[CH2:2][CH2:3][CH2:4][CH2:5]1. Starting materials: S1C(=CC=C1)C1=CC=C2CC(NC2=C1)=O (6-thiophen-2-yl-1,3-dihydroindol-2-one), OC1=C(C=O)C=CC=C1 (2-hydroxybenzaldehyde), N1CCCCC1 (piperidine). Solvent: C(C)O (ethanol). Yields the product OC1=C(C=C2C(NC3=CC(=CC=C23)C=2SC=CC2)=O)C=CC=C1 (3-(2-hydroxybenzylidene)-6-thiophen-2-yl-1,3-dihydroindol-2-one). Isolated yield 50.1%. RXN SMILES: [S:1]1[CH:5]=[CH:4][CH:3]=[C:2]1[C:6]1[CH:14]=[C:13]2[C:9]([CH2:10][C:11](=[O:15])[NH:12]2)=[CH:8][CH:7]=1.[OH:16][C:17]1[CH:24]=[CH:23][CH:22]=[CH:21][C:18]=1[CH:19]=O.N1CCCCC1>C(O)C>[OH:16][C:17]1[CH:24]=[CH:23][CH:22]=[CH:21][C:18]=1[CH:19]=[C:10]1[C:9]2[C:13](=[CH:14][C:6]([C:2]3[S:1][CH:5]=[CH:4][CH:3]=3)=[CH:7][CH:8]=2)[NH:12][C:11]1=[O:15]. Procedure details: A mixture of 6-thiophen-2-yl-1,3-dihydroindol-2-one (100 mg, 0.5 mmol), 2-hydroxybenzaldehyde (60 mg, 0.5 mmol) and piperidine (0.23 mL) in ethanol (4 mL) was stirred at reflux overnight. The reaction mixture was concentrated and column chromatographed (eluant—isopropanol/dichloromethane) to give 80 mg (50%) of 3-(2-hydroxybenzylidene)-6-thiophen-2-yl-1,3-dihydroindol-2-one as a yellow-orange solid. The reactants are COC(C1=C(C=CC=C1)NC(C(C)C1=CC(=C(C=C1)O)OC)=O)=O (2-[2-(4-hydroxy-3-methoxy-phenyl)-propionyl amino]-benzoic acid methyl ester), [Li+].C[Si](C)(C)[N-][Si](C)(C)C (LiHMDS), CCCCCC (n-hexane). Run in CCOC(=O)C (EtOAc). The product is OC1=C(C=C(C=C1)C1(C(NC2=CC=CC=C2C1=O)=O)C)OC (3-(4-hydroxy-3-methoxy-phenyl)-3-methyl-1H-quinoline-2,4-dione). The yield is 50.9%. As a reaction SMILES: CO[C:3](=[O:24])[C:4]1[CH:9]=[CH:8][CH:7]=[CH:6][C:5]=1[NH:10][C:11](=[O:23])[CH:12]([C:14]1[CH:19]=[CH:18][C:17]([OH:20])=[C:16]([O:21][CH3:22])[CH:15]=1)[CH3:13].[Li+].C[Si]([N-][Si](C)(C)C)(C)C.CCCCCC>CCOC(C)=O>[OH:20][C:17]1[CH:18]=[CH:19][C:14]([C:12]2([CH3:13])[C:3](=[O:24])[C:4]3[C:5](=[CH:6][CH:7]=[CH:8][CH:9]=3)[NH:10][C:11]2=[O:23])=[CH:15][C:16]=1[O:21][CH3:22] |f:1.2|. Procedure details: The objective compound was prepared by the same procedure for the example 1, using a 2-[2-(4-hydroxy-3-methoxy-phenyl)-propionyl amino]-benzoic acid methyl ester (1.00 g, 3.04 mmol) and LiHMDS (9.12 mmol, 1M solution in THF). After normal workup, the objective compound (0.46 g, 51%) was obtained as yellow solid by a flash column chromatography (n-hexane:EtOAc=5:1): 1H NMR (200 MHz, CDCl3) δ 1.81 (s, 3H, CH3), 3.83 (s, 3H, OCH3), 5.55 (br s, 1H, OH), 6.76-6.87 (m, 4H, ArH), 7.12 (t, J=7.73 Hz, 1H... Starting materials: C1=C(C=C2CCCC3CCCC1=C23)N (5,6,6a,7,8,9-hexahydro-4H-2-phenalenylamine), [Cl-].C(C1=CC=C(C(=O)[O-])C=C1)(=O)OC (monomethyl terephthalate chloride), Cl (hydrochloric acid). The solvent is C1=CC=CC=C1 (benzene), N1=CC=CC=C1 (pyridine). Reaction conditions: time 3 hour. Yields the product C1=C(C=C2CCCC3CCCC1=C23)NC(=O)C2=CC=C(C(=O)OC)C=C2 (Methyl 4-[(5,6,6a,7,8,9-hexahydro-4H-2-phenalenyl)carbamoyl]benzoate). Isolated yield 94.8%. Reaction SMILES: [CH:1]1[C:12]2=[C:13]3[CH:8]([CH2:9][CH2:10][CH2:11]2)[CH2:7][CH2:6][CH2:5][C:4]3=[CH:3][C:2]=1[NH2:14].[Cl-].[C:16]([O:27][CH3:28])(=[O:26])[C:17]1[CH:25]=[CH:24][C:20]([C:21]([O-])=[O:22])=[CH:19][CH:18]=1.Cl>C1C=CC=CC=1.N1C=CC=CC=1>[CH:1]1[C:12]2=[C:13]3[CH:8]([CH2:9][CH2:10][CH2:11]2)[CH2:7][CH2:6][CH2:5][C:4]3=[CH:3][C:2]=1[NH:14][C:21]([C:20]1[CH:24]=[CH:25][C:17]([C:16]([O:27][CH3:28])=[O:26])=[CH:18][CH:19]=1)=[O:22] |f:1.2|. Procedure details: A solution of 5,6,6a,7,8,9-hexahydro-4H-2-phenalenylamine (0.260 g) in anhydrous benzene (10 ml) and pyridine (3 ml) was added with monomethyl terephthalate chloride (0.304 g), and the mixture was stirred at room temperature for 3 hours. The reaction mixture was added with 2 N aqueous hydrochloric acid and thereby made acidic, and the mixture was extracted with ethyl acetate. The organic layer was washed successively with water, 10% aqueous sodium carbonate, water and saturated brine, and then d... The reactants are CCN=C=NCCCN(C)C (EDAC), N[C@@H](C(C)C)C(=O)N[C@@H](CC(=O)O)C(=O)O (N-[valinyl]aspartic acid), β-tert-butyl diester, CN1C(=C(C2=CC=CC=C12)C)C(=O)O (1,3-dimethylindole-2-carboxylic acid). Reagents/catalysts: CN(C1=CC=NC=C1)C (4-dimethylaminopyridine). The solvent is CN(C)C=O (DMF). Run at temperature 0 celsius, time 3 hour. Product: N[C@@H](CC(=O)O)C(=O)O (aspartic acid), β-tert butyl diester. Yield: 67.0%. RXN SMILES: N[C@H](C([NH:8][C@H:9]([C:14]([OH:16])=[O:15])[CH2:10][C:11]([OH:13])=[O:12])=O)C(C)C.CN1C2C(=CC=CC=2)C(C)=C1C(O)=O.CCN=C=NCCCN(C)C>CN(C=O)C.CN(C)C1C=CN=CC=1>[NH2:8][C@H:9]([C:14]([OH:16])=[O:15])[CH2:10][C:11]([OH:13])=[O:12]. Procedure: To a stirred turbid mixture of N-[valinyl]aspartic acid, α-methyl, β-tert-butyl diester (2.75 g, 9.11 mmol) and 1,3-dimethylindole-2-carboxylic acid (1.95 g, 10 10.3 mmol) in DMF (30 ml) was added 4-dimethylaminopyridine (DMAP) (1.26 g, 10.3 mmol) and EDAC (2.37 g, 12.4 mmol). The reaction mixture was stirred under a nitrogen atmosphere at 0° C. for 1 hour and at room temperature for 3 hours. The reaction mixture was then partitioned between ethyl acetate and 5% KHSO4 solution and the aqueous so... The reactants are C(C)\C(=C(/C(=O)N)\CC)\C(C)O (rac-Diethyl (2E)-4-hydroxypent-2-enamide), N1=CC=CC=C1 (pyridine), ClCC(=O)Cl (Chloroacetylchloride), C1CCOC1 (THF). The reagents and catalysts are CN(C)C=1C=CN=CC1 (DMAP). Run in C1(=CC=CC=C1)C (toluene), C1(=CC=CC=C1)C (toluene). Conditions: time 15 minute. Product: C(C)\C(=C(/C(=O)N)\CC)\C(C)OC(CCl)=O (rac-Diethyl (2E)-4-(chloroacetoxy)pent-2-enamide). Yield: 98.0%. As a reaction SMILES: [CH2:1](/[C:3](/[CH:10]([OH:12])[CH3:11])=[C:4](/[CH2:8][CH3:9])\[C:5]([NH2:7])=[O:6])[CH3:2].N1C=CC=CC=1.C1COCC1.[Cl:24][CH2:25][C:26](Cl)=[O:27]>CN(C1C=CN=CC=1)C.C1(C)C=CC=CC=1>[CH2:1](/[C:3](/[CH:10]([O:12][C:26](=[O:27])[CH2:25][Cl:24])[CH3:11])=[C:4](/[CH2:8][CH3:9])\[C:5]([NH2:7])=[O:6])[CH3:2]. Procedure: 27 (rac-Diethyl (2E)-4-hydroxypent-2-enamide) (1.05 g, 6.0 mmol), pyridine (969 μl, 12 mmol) and DMAP (147 mg, 0.60 mmol) are dissolved in toluene (30 ml) and THF (10 mL) and cooled to 0° C. Chloroacetylchloride (954 μl, 12 mol) in toluene (4 ml) is added dropwise under stirring at ≦2° C. over 15 min. The reaction mixture is stirred 2.5 h at 0° C. The resulting suspension is then poured onto H2O (50 ml) and extracted with tBuOMe (150 and 75 ml). The organic phases are washed with 1 M HCl (50 ml)...